Dataset: the Open Reaction Database (ORD), a public repository of structured organic reaction records. Task: describe an organic reaction: reactants, conditions, products, and yield Reactants: Cl.FC(C1=C(O[C@@H]2CNCC2)C=CC=C1)(F)F ((3S)-3-[2-(trifluoromethyl)phenoxy]-pyrrolidine hydrochloride), BrC1=NN=C(S1)C#N (5-bromo-1,3,4-thiadiazole-2-carbonitrile). Product: FC(C1=C(O[C@@H]2CN(CC2)C2=NN=C(S2)C#N)C=CC=C1)(F)F (5-{(3S)-3-[2-(Trifluoromethyl)phenoxy]pyrrolidin-1-yl}-1,3,4-thiadiazole-2-carbonitrile). As a reaction SMILES: Cl.[F:2][C:3]([F:17])([F:16])[C:4]1[CH:15]=[CH:14][CH:13]=[CH:12][C:5]=1[O:6][C@H:7]1[CH2:11][CH2:10][NH:9][CH2:8]1.Br[C:19]1[S:23][C:22]([C:24]#[N:25])=[N:21][N:20]=1>>[F:17][C:3]([F:2])([F:16])[C:4]1[CH:15]=[CH:14][CH:13]=[CH:12][C:5]=1[O:6][C@H:7]1[CH2:11][CH2:10][N:9]([C:19]2[S:23][C:22]([C:24]#[N:25])=[N:21][N:20]=2)[CH2:8]1 |f:0.1|. Procedure: The title compound was prepared according to the procedure described for Example 6, step 2 from (3S)-3-[2-(trifluoromethyl)phenoxy]-pyrrolidine hydrochloride and 5-bromo-1,3,4-thiadiazole-2-carbonitrile. The reactants are IC1=CC=C(C=C1)C(F)(F)F (4-iodobenzotrifluoride), PdCl2(Ph3P)2, cuprous iodide, N1C=CC2=CC=C(C=C12)CC(=O)NCC#C (2-(1H-indol-6-yl)-N-prop-2-ynyl-acetamide). The product is N1C=CC2=CC=C(C=C12)CC(=O)NCC#CC1=CC=C(C=C1)C(F)(F)F (2-(1H-Indol-6-yl)-N-[3-(4-trifluoromethyl-phenyl)-prop-2-ynyl]-acetamide). RXN SMILES: [NH:1]1[C:9]2[C:4](=[CH:5][CH:6]=[C:7]([CH2:10][C:11]([NH:13][CH2:14][C:15]#[CH:16])=[O:12])[CH:8]=2)[CH:3]=[CH:2]1.I[C:18]1[CH:23]=[CH:22][C:21]([C:24]([F:27])([F:26])[F:25])=[CH:20][CH:19]=1>>[NH:1]1[C:9]2[C:4](=[CH:5][CH:6]=[C:7]([CH2:10][C:11]([NH:13][CH2:14][C:15]#[C:16][C:18]3[CH:23]=[CH:22][C:21]([C:24]([F:27])([F:26])[F:25])=[CH:20][CH:19]=3)=[O:12])[CH:8]=2)[CH:3]=[CH:2]1. Procedure details: In analogy to the procedure described for example 8 a], 2-(1H-indol-6-yl)-N-prop-2-ynyl-acetamide (example 13 a]) was reacted with 4-iodobenzotrifluoride in the presence of PdCl2(Ph3P)2 and cuprous iodide to give the title compound as colorless crystals. Reactants: C(C)(C)(C)OC(=O)N1[C@@H]([C@H](CC1)O)C(=O)O ((2S,3S)-1-(tert-butoxycarbonyl)-2-carboxy-3-hydroxypyrrolidine), Cl.CNOC (N,O-dimethyl hydroxylamine HCl), C(CCl)Cl (EDC). The reagents and catalysts are CN(C)C=1C=CN=CC1 (DMAP). Run in ClCCl (dichloromethane). Conditions: time 16 hour. The product is C(C)(C)(C)OC(=O)N1[C@@H]([C@H](CC1)O)C(N(C)OC)=O ((2S,3S)-1-(tert-butoxycarbonyl)-3-hydroxy-2-(N-methoxy-N-methylcarbamoyl)pyrrolidine). The yield is 76.1%. Reaction SMILES: [C:1]([O:5][C:6]([N:8]1[CH2:12][CH2:11][C@H:10]([OH:13])[C@H:9]1[C:14]([OH:16])=O)=[O:7])([CH3:4])([CH3:3])[CH3:2].Cl.[CH3:18][NH:19][O:20][CH3:21].C(Cl)CCl>CN(C1C=CN=CC=1)C.ClCCl>[C:1]([O:5][C:6]([N:8]1[CH2:12][CH2:11][C@H:10]([OH:13])[C@H:9]1[C:14](=[O:16])[N:19]([O:20][CH3:21])[CH3:18])=[O:7])([CH3:2])([CH3:3])[CH3:4] |f:1.2|. Reported procedure: A mixture of compound 64 (8.42 g), N,O-dimethyl hydroxylamine HCl (10.66 g), DMAP (26.69 g), and EDC (10.47 g) in dichloromethane (500 ml) was stirred at ambient temperature for 16 hours. The reaction mixture was then applied directly to a silica flash column and eluted with ethyl acetate to give (2S,3S)-1-(tert-butoxycarbonyl)-3-hydroxy-2-(N-methoxy-N-methylcarbamoyl)pyrrolidine (compound 65) as a clear gum(7.6 g). The reactants are C(C)O (ethanol), C(C)OCC(=O)Cl (Ethoxyacetyl chloride), BrC1=CC=C2C(=C(C=NC2=C1)N)NCCCOC(C)C (7-Bromo-N4-(3-isopropoxypropyl)quinoline-3,4-diamine). Solvent: C(C)N(CC)CC (triethylamine), C(C)N(CC)CC (triethylamine), C(C)#N (acetonitrile). Run at time 16 hour. The product is BrC=1C=CC=2C3=C(C=NC2C1)N=C(N3CCCOC(C)C)COCC (7-bromo-2-ethoxymethyl-1-(3-isopropoxypropyl)-1H-imidazo[4,5-c]quinoline). The yield is 67.1%. Reaction SMILES: [Br:1][C:2]1[CH:11]=[C:10]2[C:5]([C:6]([NH:13][CH2:14][CH2:15][CH2:16][O:17][CH:18]([CH3:20])[CH3:19])=[C:7]([NH2:12])[CH:8]=[N:9]2)=[CH:4][CH:3]=1.[CH2:21]([O:23][CH2:24][C:25](Cl)=O)[CH3:22].C(O)C>C(#N)C.C(N(CC)CC)C>[Br:1][C:2]1[CH:3]=[CH:4][C:5]2[C:6]3[N:13]([CH2:14][CH2:15][CH2:16][O:17][CH:18]([CH3:20])[CH3:19])[C:22]([CH2:21][O:23][CH2:24][CH3:25])=[N:12][C:7]=3[CH:8]=[N:9][C:10]=2[CH:11]=1. Procedure: 7-Bromo-N4-(3-isopropoxypropyl)quinoline-3,4-diamine (45 g) was dissolved in acetonitrile (1.3 L) and triethylamine (19.4 mL). Ethoxyacetyl chloride (18.0 g) was added dropwise to the solution and the reaction was stirred for 16 hours. The solvent was removed under reduced pressure to afford a tan solid. The solid was added to a solution of ethanol (1 L) and triethylamine (77.5 mL) and heated at reflux for 4 hours. The solvent was removed under reduced pressure. Water was added to the solid resi...